From a dataset of the Open Reaction Database (ORD), a public repository of structured organic reaction records. describe an organic reaction: reactants, conditions, products, and yield Reactants: C1CCOC1, O=C=Nc1ccccc1Cl, COC(=O)Cc1ccc(N)c(Cl)c1. The product is COC(=O)Cc1ccc(NC(=O)Nc2ccccc2Cl)c(Cl)c1. Reaction SMILES: [CH2:24]1[O:25][CH2:26][CH2:27][CH2:28]1.[Cl:14][c:15]1[c:16]([N:21]=[C:22]=[O:23])[cH:17][cH:18][cH:19][cH:20]1.[NH2:1][c:2]1[c:3]([Cl:13])[cH:4][c:5]([CH2:8][C:9](=[O:10])[O:11][CH3:12])[cH:6][cH:7]1>>[NH:1]([c:2]1[c:3]([Cl:13])[cH:4][c:5]([CH2:8][C:9](=[O:10])[O:11][CH3:12])[cH:6][cH:7]1)[C:22]([NH:21][c:16]1[c:15]([Cl:14])[cH:20][cH:19][cH:18][cH:17]1)=[O:23].